From a dataset of the Open Reaction Database (ORD), a public repository of structured organic reaction records. describe an organic reaction: reactants, conditions, products, and yield The reactants are ClC1=NC=CC(=N1)C=1C(=NN2C1C=CC=C2)C=2C=C(C=CC2)NC(C(F)(F)F)=O (N-{3-[3-(2-Chloro-4-pyrimidinyl)pyrazolo[1,5-a]pyridin-2-yl]phenyl}-2,2,2-trifluoroacetamide), O1C=NC=C1C=1C=C(N)C=CC1 (3-(1,3-oxazol-5-yl)aniline), Cl (HCl). Solvent: O1CCOCC1 (1,4-dioxane), CC(C)O (i-PrOH). Conditions: temperature 90 celsius. The product is FC(C(=O)NC1=CC(=CC=C1)C1=NN2C(C=CC=C2)=C1C1=NC(=NC=C1)NC1=CC(=CC=C1)C1=CN=CO1)(F)F (2,2,2-Trifluoro-N-{3-[3-(2-{[3-(1,3-oxazol-5-yl)phenyl]amino}-4-pyrimidinyl)pyrazolo[1,5-a]pyridin-2-yl]phenyl}acetamide). The yield is 82.2%. RXN SMILES: Cl[C:2]1[N:7]=[C:6]([C:8]2[C:9]([C:17]3[CH:18]=[C:19]([NH:23][C:24](=[O:29])[C:25]([F:28])([F:27])[F:26])[CH:20]=[CH:21][CH:22]=3)=[N:10][N:11]3[CH:16]=[CH:15][CH:14]=[CH:13][C:12]=23)[CH:5]=[CH:4][N:3]=1.[O:30]1[C:34]([C:35]2[CH:36]=[C:37]([CH:39]=[CH:40][CH:41]=2)[NH2:38])=[CH:33][N:32]=[CH:31]1.Cl>O1CCOCC1.CC(O)C>[F:26][C:25]([F:28])([F:27])[C:24]([NH:23][C:19]1[CH:20]=[CH:21][CH:22]=[C:17]([C:9]2[C:8]([C:6]3[CH:5]=[CH:4][N:3]=[C:2]([NH:38][C:37]4[CH:39]=[CH:40][CH:41]=[C:35]([C:34]5[O:30][CH:31]=[N:32][CH:33]=5)[CH:36]=4)[N:7]=3)=[C:12]3[CH:13]=[CH:14][CH:15]=[CH:16][N:11]3[N:10]=2)[CH:18]=1)=[O:29]. Procedure: To a solution of N-{3-[3-(2-chloro-4-pyrimidinyl)pyrazolo[1,5-a]pyridin-2-yl]phenyl}-2,2,2-trifluoroacetamide (1.0 g, 0.002 mol) (see Example 1, Step C) in 1,4-dioxane (25 mL) and i-PrOH (5 mL) was added 3-(1,3-oxazol-5-yl)aniline (1.15 g, 0.007 mols) followed by catalytic 12M HCl. After heating overnight at 90° C., the reaction was quenched with saturated NaHCO3 (25 mL), the solvent was removed by rotary evaporation, the aqueous layer extracted with DCM (25 mL), the organic layer concentrated, ...